This data is from the Open Reaction Database (ORD), a public repository of structured organic reaction records. The task is: describe an organic reaction: reactants, conditions, products, and yield The reactants are C1(CCCCC1)CC(C)=O (Cyclohexylacetone), pyrrolidone hydrotribromide, C([O-])(O)=O.[Na+] (sodium bicarbonate), BrC(=O)Br (bromoketone), C(C)(C)(C)OC(CCN(C(=S)N)CC=1SC(=CC1)CC)=O (3-[1-(5-ethyl-thiophen-2-ylmethyl)-thioureido]-propionic acid tert-butyl ester), alpha-bromoketone. Solvent: CO (MeOH), CO (MeOH), C1CCOC1 (THF). Reaction conditions: time 8 hour. The product is C1(CCCCC1)CC=1N=C(SC1)N(CCC(=O)O)CC=1SC(=CC1)CC (3-[(4-Cyclohexylmethyl-thiazol-2-yl)-(5-ethyl-thiophen-2-ylmethyl)-amino]-propionic acid). The yield is 167.4%. RXN SMILES: [CH:1]1([CH2:7][C:8](=O)[CH3:9])[CH2:6][CH2:5][CH2:4][CH2:3][CH2:2]1.C1CNC(=O)C1.Br[Br-]Br.C(=O)(O)[O-].[Na+].BrC(Br)=O.C([O:33][C:34](=[O:49])[CH2:35][CH2:36][N:37]([CH2:41][C:42]1[S:43][C:44]([CH2:47][CH3:48])=[CH:45][CH:46]=1)[C:38]([NH2:40])=[S:39])(C)(C)C>CO.C1COCC1>[CH:1]1([CH2:7][C:8]2[N:40]=[C:38]([N:37]([CH2:41][C:42]3[S:43][C:44]([CH2:47][CH3:48])=[CH:45][CH:46]=3)[CH2:36][CH2:35][C:34]([OH:49])=[O:33])[S:39][CH:9]=2)[CH2:6][CH2:5][CH2:4][CH2:3][CH2:2]1 |f:1.2,3.4|. Reported procedure: Cyclohexylacetone (300 mg, 2.14 mmol) in MeOH (5 mL) was treated with pyrrolidone hydrotribromide (1.3 g, 4.28 mmol) and the reaction was stirred at RT overnight. To the resulting solution of crude alpha-bromoketone in MeOH (without workup) was directly added solid sodium bicarbonate to neutralize the acid formed in the bromination step. To this neutralized bromoketone mixture was added 3-[1-(5-ethyl-thiophen-2-ylmethyl)-thioureido]-propionic acid tert-butyl ester (150 mg) in THF (2 mL) and the ... The reactants are C(C)(C)(C)OC(=O)N1CCC(CC1)CS(=O)(=O)C (4-Methanesulfonylmethyl-piperidine-1-carboxylic acid tert-butyl ester), Cl (hydrochloric acid). Conditions: time 8 hour. Product: Cl.CS(=O)(=O)CC1CCNCC1 (4-methanesulfonylmethyl-piperidine hydrochloride). Reaction SMILES: C(OC([N:8]1[CH2:13][CH2:12][CH:11]([CH2:14][S:15]([CH3:18])(=[O:17])=[O:16])[CH2:10][CH2:9]1)=O)(C)(C)C.[ClH:19]>>[ClH:19].[CH3:18][S:15]([CH2:14][CH:11]1[CH2:10][CH2:9][NH:8][CH2:13][CH2:12]1)(=[O:17])=[O:16] |f:2.3|. Reported procedure: 4-Methanesulfonylmethyl-piperidine-1-carboxylic acid tert-butyl ester as white solid (6 g) was suspended in hydrochloric acid (4N solution in 1,4-dioxane) at 0° C. The ice bath was removed and the mixture was stirred at room temperature overnight. It was concentrated to give 4-methanesulfonylmethyl-piperidine hydrochloride as white solid (4.52 g). The reactants are NC[C@@H]1[C@@H](CN(C1)CCC1=C(C=NC2=CC=C(N=C12)OC)F)O ((±)-cis-4-(aminomethyl)-1-{2-[3-fluoro-6-(methyloxy)-1,5-naphthyridin-4-yl]ethyl}-3-pyrrolidinol), O=C1CSC2=C(N1)N=C(C=C2)C=O (3-oxo-3,4-dihydro-2H-pyrido[1,4]thiazine-6-carboxaldehyde), [BH-](OC(=O)C)(OC(=O)C)OC(=O)C.[Na+] (NaBH(OAc)3). Run in C(Cl)Cl (CH2Cl2), CCO (EtOH). Run at time 24 hour. Product: FC=1C=NC2=CC=C(N=C2C1CCN1C[C@H]([C@H](C1)O)CNCC=1C=CC=2SCC(NC2N1)=O)OC ((±)-6-({[(Cis-1-{2-[3-fluoro-6-(methyloxy)-1,5-naphthyridin-4-yl]ethyl}-4-hydroxy-3-pyrrolidinyl)methyl]amino}methyl)-2H-pyrido[3,2-b][1,4]thiazin-3(4H)-one). Yield: 66.9%. RXN SMILES: [NH2:1][CH2:2][C@H:3]1[CH2:7][N:6]([CH2:8][CH2:9][C:10]2[C:19]3[C:14](=[CH:15][CH:16]=[C:17]([O:20][CH3:21])[N:18]=3)[N:13]=[CH:12][C:11]=2[F:22])[CH2:5][C@H:4]1[OH:23].[O:24]=[C:25]1[NH:30][C:29]2[N:31]=[C:32]([CH:35]=O)[CH:33]=[CH:34][C:28]=2[S:27][CH2:26]1.[BH-](OC(C)=O)(OC(C)=O)OC(C)=O.[Na+]>C(Cl)Cl.CCO>[F:22][C:11]1[CH:12]=[N:13][C:14]2[C:19]([C:10]=1[CH2:9][CH2:8][N:6]1[CH2:5][C@H:4]([OH:23])[C@H:3]([CH2:2][NH:1][CH2:35][C:32]3[CH:33]=[CH:34][C:28]4[S:27][CH2:26][C:25](=[O:24])[NH:30][C:29]=4[N:31]=3)[CH2:7]1)=[N:18][C:17]([O:20][CH3:21])=[CH:16][CH:15]=2 |f:2.3|. Procedure: To a stirred solution of (±)-cis-4-(aminomethyl)-1-{2-[3-fluoro-6-(methyloxy)-1,5-naphthyridin-4-yl]ethyl}-3-pyrrolidinol (0.23 g, 0.72 mmole) in dry CH2Cl2 (25 mL) and dry EtOH (10 mL) at RT was added 3-oxo-3,4-dihydro-2H-pyrido[1,4]thiazine-6-carboxaldehyde (0.14 g, 0.72 mmole). After 24 h, at RT was added NaBH(OAc)3 (0.23 g, 1.08 mmole). After 2 h, the reaction solution was concentrated under vacuum and purified on silica (CHCl3/MeOH, 9:1 containing 5% NH4OH) to afford the title compound (0.2... Reactants: FC1=C(C=CC=C1F)CS(=O)(=O)C1=NC=2NC(C=NC2C(=N1)NC(CO)CO)=O (2-[[(2,3-Difluorophenyl)methyl]sulfonyl]-4-[[-2-hydroxy-1-hydroxymethylethyl]amino]-7(8H)-pteridinone), S1C(=CC=C1)CS (2-thienylmethylmercaptan). The product is OCC(CO)NC1=NC(=NC=2NC(C=NC12)=O)SCC=1SC=CC1 (4-[[-2-Hydroxy-1-(hydroxymethyl)ethyl]amino]-2-[(2-thienylmethyl)thio]-7(8H)-pteridinone). The yield is 53.5%. RXN SMILES: F[C:2]1[C:7](F)=[CH:6]C=C[C:3]=1[CH2:9][S:10]([C:13]1[N:22]=[C:21]([NH:23][CH:24]([CH2:27][OH:28])[CH2:25][OH:26])[C:20]2[N:19]=[CH:18][C:17](=[O:29])[NH:16][C:15]=2[N:14]=1)(=O)=O.[S:30]1C=CC=C1CS>>[OH:26][CH2:25][CH:24]([NH:23][C:21]1[C:20]2[N:19]=[CH:18][C:17](=[O:29])[NH:16][C:15]=2[N:14]=[C:13]([S:10][CH2:9][C:3]2[S:30][CH:6]=[CH:7][CH:2]=2)[N:22]=1)[CH2:27][OH:28]. Procedure details: The titled compound (0.075 g) was prepared by the method of Example 13, step (c) using the product from example 23, step (a) (0.21 g) and 2-thienylmethylmercaptan (0.05 g). Starting materials: NC1=NN2C(CN1)=C(N=C2CCC)C (2-Amino-3,4-dihydro-5-methyl-7-propylimidazo[ 5,1-f]-as-triazine), C(CCC)(=O)Cl (butyryl chloride), [OH-].[Na+] (sodium hydroxide). The solvent is C(CCC)(=O)O (butyric acid). Yields the product Cl.CC=1N=C(N2N=C(NCC21)NC(CCC)=O)CCC (N-(3,4-Dihydro-5-methyl-7-propylimidazo[5,1-f]-as-triazin-2-yl)butyramide, hydrochloride). RXN SMILES: [NH2:1][C:2]1[NH:7][CH2:6][C:5]2=[C:8]([CH3:14])[N:9]=[C:10]([CH2:11][CH2:12][CH3:13])[N:4]2[N:3]=1.[C:15]([Cl:20])(=[O:19])[CH2:16][CH2:17][CH3:18].[OH-].[Na+]>C(O)(=O)CCC>[ClH:20].[CH3:14][C:8]1[N:9]=[C:10]([CH2:11][CH2:12][CH3:13])[N:4]2[C:5]=1[CH2:6][NH:7][C:2]([NH:1][C:15](=[O:19])[CH2:16][CH2:17][CH3:18])=[N:3]2 |f:2.3,5.6|. Procedure: 2-Amino-3,4-dihydro-5-methyl-7-propylimidazo[ 5,1-f]-as-triazine (Example 1a) (2 g.) and butyryl chloride (11 ml.) in butyric acid (50 ml.) were heated under reflux for 5.5 hours and cooled with ice. 5N sodium hydroxide was added slowly and until the mixture was alkaline and the solid was filtered off. The filtrate was evaporated under reduced pressure and the residue was stirred with aqueous sodium bicarbonate. The mixture was extracted with ethyl acetate and the extract was dried over magnesiu... Reactants: C1CCNCC1, COC(=O)c1ccc(CN2C(=O)CCc3c(C=O)ccc(OC)c32)cc1, CC(=O)O, Cc1ccccc1, O=C1CSC(=O)N1. Yields the product COC(=O)c1ccc(CN2C(=O)CCc3c(C=C4SC(=O)NC4=O)ccc(OC)c32)cc1. RXN SMILES: [CH2:34]1[CH2:35][CH2:36][NH:37][CH2:38][CH2:39]1.[CH3:1][O:2][c:3]1[cH:4][cH:5][c:6]([CH:25]=[O:26])[c:7]2[c:12]1[N:11]([CH2:13][c:14]1[cH:15][cH:16][c:17]([C:20](=[O:21])[O:22][CH3:23])[cH:18][cH:19]1)[C:10](=[O:24])[CH2:9][CH2:8]2.[CH3:40][C:41](=[O:42])[OH:43].[CH3:44][c:45]1[cH:46][cH:47][cH:48][cH:49][cH:50]1.[S:27]1[C:28](=[O:33])[NH:29][C:30](=[O:32])[CH2:31]1>>[CH3:1][O:2][c:3]1[cH:4][cH:5][c:6]([CH:25]=[C:31]2[S:27][C:28](=[O:33])[NH:29][C:30]2=[O:32])[c:7]2[c:12]1[N:11]([CH2:13][c:14]1[cH:15][cH:16][c:17]([C:20](=[O:21])[O:22][CH3:23])[cH:18][cH:19]1)[C:10](=[O:24])[CH2:9][CH2:8]2. Reactants: CC=1C(=C(C=CC1)CC(=O)O)[N+](=O)[O-] (3-methyl-2-nitrobenzeneacetic acid), CC1=C(C(=CC=C1)C)[N+](=O)[O-] (1,3-dimethyl-2-nitrobenzene), C(C(=O)Cl)(=O)Cl (oxalyl chloride). The reagents and catalysts are CN(C=O)C (N,N-dimethylformamide). Run in ClCCl (dichloromethane). Run at time 20 minute. The product is CC=1C(=C(C=CC1)CC(=O)NC(C)C)[N+](=O)[O-] (3-methyl-N-(1-methylethyl)-2-nitrobenzeneacetamide). Reaction SMILES: [CH3:1][C:2]1[C:3]([N+:12]([O-:14])=[O:13])=[C:4]([CH2:8][C:9]([OH:11])=O)[CH:5]=[CH:6][CH:7]=1.C[C:16]1C=CC=[C:18](C)[C:17]=1[N+:23]([O-])=O.C(Cl)(=O)C(Cl)=O>ClCCl.CN(C)C=O>[CH3:1][C:2]1[C:3]([N+:12]([O-:14])=[O:13])=[C:4]([CH2:8][C:9]([NH:23][CH:17]([CH3:18])[CH3:16])=[O:11])[CH:5]=[CH:6][CH:7]=1. Procedure: To a slurry of 3-methyl-2-nitrobenzeneacetic acid (prepared by the method of H. Rapoport et al., J. Org. Chem., 1954, 77, 670-675 from 1,3-dimethyl-2-nitrobenzene, 0.70 g, 3.6 mmol) in 10 mL of dichloromethane was added oxalyl chloride (0.41 mL, 4.7 mmol) and two drops of N,N-dimethylformamide. The reaction mixture was stirred for 20 minutes, resulting in a solution. The volatiles were removed with a rotary evaporator. The residue was dissolved in 10 mL of dichloromethane. Half of this material ...